This data is from the Open Reaction Database (ORD), a public repository of structured organic reaction records. The task is: describe an organic reaction: reactants, conditions, products, and yield The reactants are [Si](C1=CC=CC=C1)(C1=CC=CC=C1)(C(C)(C)C)OC1=CC=C2CCC(C2=C1)O (6-tert-butyldiphenylsilyloxy-1-indanol), C1(=CC=CC=C1)P(=O)(C1=CC=CC=C1)N=[N+]=[N-] (diphenylphosphoryl azide), N12CCCCCC2=NCCC1 (1,8-diazabicyclo[5.4.0]undec-7-ene). Run in C1(=CC=CC=C1)C (toluene). Run at time 18 hour. Yields the product [Si](C1=CC=CC=C1)(C1=CC=CC=C1)(C(C)(C)C)OC1=CC=C2CCC(C2=C1)N=[N+]=[N-] (6-tert-Butyldiphenylsilyloxy-1-indanyl Azide). Reaction SMILES: [Si:1]([O:18][C:19]1[CH:27]=[C:26]2[C:22]([CH2:23][CH2:24][CH:25]2O)=[CH:21][CH:20]=1)([C:14]([CH3:17])([CH3:16])[CH3:15])([C:8]1[CH:13]=[CH:12][CH:11]=[CH:10][CH:9]=1)[C:2]1[CH:7]=[CH:6][CH:5]=[CH:4][CH:3]=1.C1(P([N:43]=[N+:44]=[N-:45])(C2C=CC=CC=2)=O)C=CC=CC=1.N12CCCN=C1CCCCC2>C1(C)C=CC=CC=1>[Si:1]([O:18][C:19]1[CH:27]=[C:26]2[C:22]([CH2:23][CH2:24][CH:25]2[N:43]=[N+:44]=[N-:45])=[CH:21][CH:20]=1)([C:14]([CH3:17])([CH3:16])[CH3:15])([C:8]1[CH:13]=[CH:12][CH:11]=[CH:10][CH:9]=1)[C:2]1[CH:7]=[CH:6][CH:5]=[CH:4][CH:3]=1. Procedure details: To a solution of 6-tert-butyldiphenylsilyloxy-1-indanol, as described above in Step B, (5.80 g, 14.9 mmol) and diphenylphosphoryl azide (4.98 g, 18.1 mmol) in toluene (30 mL) at 0° C. was added 1,8-diazabicyclo[5.4.0]undec-7-ene (2.50 mL, 16.4 mmol), dropwise. The mixture was allowed to slowly warm to ambient temperature and was stirred for 18 hours, then washed with H2O (10 mL), then dilute HCl (10 mL), then dried over MgSO4, filtered, and concentrated in vacuo. The residue was purified by sili... The reactants are C=CCCCCBr, C=CCCCN(C(=O)NC(C(=O)O)C(C)(C)C)C(C)C. Reaction SMILES: [Br:21][CH2:22][CH2:23][CH2:24][CH2:25][CH:26]=[CH2:27].[CH:1]([CH3:2])([CH3:3])[N:4]([C:5](=[O:6])[NH:7][CH:8]([C:9]([CH3:10])([CH3:11])[CH3:12])[C:13](=[O:14])[OH:15])[CH2:16][CH2:17][CH2:18][CH:19]=[CH2:20]>>[CH:1]([CH3:2])([CH3:3])[N:4]([C:5](=[O:6])[NH:7][CH:8]([C:9]([CH3:10])([CH3:11])[CH3:12])[C:13](=[O:14])[OH:15])[CH2:16][CH2:17][CH2:18][CH2:19][CH:20]=[CH2:22]. The product is C=CCCCCN(C(=O)NC(C(=O)O)C(C)(C)C)C(C)C. Reactants: [H-].[Al+3].[Li+].[H-].[H-].[H-] (Lithium aluminum hydride), C(C1=CC=CC=C1)N1C([C@@H](NC([C@H]1C)=O)CC1=CC=CC=C1)=O ((3S,6R)-1,3-dibenzyl-6-methylpiperazine-2,5-dione). Run in C1CCOC1 (THF). Run at temperature 0 celsius. Product: C(C1=CC=CC=C1)N1[C@H](CN[C@@H](C1)CC1=CC=CC=C1)C ((2S,5R)-1,5-dibenzyl-2-methylpiperazine). RXN SMILES: [H-].[Al+3].[Li+].[H-].[H-].[H-].[CH2:7]([N:14]1[C@H:19]([CH3:20])[C:18](=O)[NH:17][C@@H:16]([CH2:22][C:23]2[CH:28]=[CH:27][CH:26]=[CH:25][CH:24]=2)[C:15]1=O)[C:8]1[CH:13]=[CH:12][CH:11]=[CH:10][CH:9]=1>C1COCC1>[CH2:7]([N:14]1[CH2:15][C@@H:16]([CH2:22][C:23]2[CH:28]=[CH:27][CH:26]=[CH:25][CH:24]=2)[NH:17][CH2:18][C@@H:19]1[CH3:20])[C:8]1[CH:9]=[CH:10][CH:11]=[CH:12][CH:13]=1 |f:0.1.2.3.4.5|. Procedure details: Lithium aluminum hydride (1 M in THF, 4.8 ml, 4.8 mmol) was added dropwise over 30 min to a solution of (3S,6R)-1,3-dibenzyl-6-methylpiperazine-2,5-dione (0.39 g, 1.2 mmol) in THF (7.5 ml) stirring at 0° C. After stirring at 65° C. for 1 day, the reaction was allowed to cool to room temperature and was slowly quenched with water (0.34 ml). Sodium hydroxide (1 N, 0.68 ml) and then water (0.51 ml) were added and the gelatinous solid was filtered rinsing with THF. The filtrate was evaporated in vac...